This data is from the Open Reaction Database (ORD), a public repository of structured organic reaction records. The task is: describe an organic reaction: reactants, conditions, products, and yield Starting materials: Cl (HCl), FC1=CC=C(C=C1)C(CN1C=NC=C1)OC=1C=CC(=C(C(=O)N[C@H](C(=O)OC)CCSC)C1)CCC1=CC=C(C=C1)F (methyl (2S)-2-{5-[1-(4-fluorophenyl)-2-(imidazol-1-yl)ethoxy]-2-(4-fluorophenethyl)benzoylamino}-4-methylsulfanylbutyrate), [OH-].[Na+] (sodium hydroxide). The solvent is CO (methanol), O (water). Conditions: time 6 hour. Yields the product FC1=CC=C(C=C1)C(CN1C=NC=C1)OC=1C=CC(=C(C(=O)N[C@H](C(=O)O)CCSC)C1)CCC1=CC=C(C=C1)F ((2S)-2-{5-[1-(4-Fluorophenyl)-2-(imidazol-1-yl)ethoxy]-2-(4-fluorophenethyl)benzoylamino}-4-methylsulfanylbutyric acid). The yield is 30.9%. As a reaction SMILES: [F:1][C:2]1[CH:7]=[CH:6][C:5]([CH:8]([O:15][C:16]2[CH:17]=[CH:18][C:19]([CH2:34][CH2:35][C:36]3[CH:41]=[CH:40][C:39]([F:42])=[CH:38][CH:37]=3)=[C:20]([CH:33]=2)[C:21]([NH:23][C@@H:24]([CH2:29][CH2:30][S:31][CH3:32])[C:25]([O:27]C)=[O:26])=[O:22])[CH2:9][N:10]2[CH:14]=[CH:13][N:12]=[CH:11]2)=[CH:4][CH:3]=1.[OH-].[Na+].Cl>CO.O>[F:1][C:2]1[CH:7]=[CH:6][C:5]([CH:8]([O:15][C:16]2[CH:17]=[CH:18][C:19]([CH2:34][CH2:35][C:36]3[CH:37]=[CH:38][C:39]([F:42])=[CH:40][CH:41]=3)=[C:20]([CH:33]=2)[C:21]([NH:23][C@@H:24]([CH2:29][CH2:30][S:31][CH3:32])[C:25]([OH:27])=[O:26])=[O:22])[CH2:9][N:10]2[CH:14]=[CH:13][N:12]=[CH:11]2)=[CH:4][CH:3]=1 |f:1.2|. Reported procedure: A solution of methyl (2S)-2-{5-[1-(4-fluorophenyl)-2-(imidazol-1-yl)ethoxy]-2-(4-fluorophenethyl)benzoylamino}-4-methylsulfanylbutyrate (140 mg, 0.24 mmol) in methanol (5 ml) was treated with sodium hydroxide (190 mg, 4.7 mmol) in water (1 ml) and the mixture stirred at ambient temperature for 6 hours. The mixture was acidified to PH1 with 1M HCl and evaporated to dryness. The residue was washed with water (3×2 mL) and the resulting gum was triturated with diethyl ether to give the title compoun... The reactants are CCOc1ccc(OCc2ccc(OCc3nc(-c4ccccc4)oc3C)cc2)cc1CC(=O)OC, CO, Cl, [Na+], C1CCOC1, [OH-], O. Product: CCOc1ccc(OCc2ccc(OCc3nc(-c4ccccc4)oc3C)cc2)cc1CC(=O)O. Reaction SMILES: [CH2:1]([CH3:2])[O:3][c:4]1[c:5]([CH2:32][C:33](=[O:34])[O:35][CH3:36])[cH:6][c:7]([O:10][CH2:11][c:12]2[cH:13][cH:14][c:15]([O:18][CH2:19][c:20]3[n:21][c:22](-[c:26]4[cH:27][cH:28][cH:29][cH:30][cH:31]4)[o:23][c:24]3[CH3:25])[cH:16][cH:17]2)[cH:8][cH:9]1.[CH3:46][OH:47].[ClH:44].[Na+:43].[O:37]1[CH2:38][CH2:39][CH2:40][CH2:41]1.[OH-:42].[OH2:45]>>[CH2:1]([CH3:2])[O:3][c:4]1[c:5]([CH2:32][C:33](=[O:34])[OH:35])[cH:6][c:7]([O:10][CH2:11][c:12]2[cH:13][cH:14][c:15]([O:18][CH2:19][c:20]3[n:21][c:22](-[c:26]4[cH:27][cH:28][cH:29][cH:30][cH:31]4)[o:23][c:24]3[CH3:25])[cH:16][cH:17]2)[cH:8][cH:9]1. Starting materials: solid, O (water), [OH-].[Na+] (sodium hydroxide), [H-].[Al+3].[Li+].[H-].[H-].[H-] (lithium aluminum hydride), O=C1CC(CN1CC1=CC=CC=C1)C(=O)NC(C)C (5-oxo-1-(phenylmethyl)-N-(2-propyl)-3-pyrrolidinecarboxamide), O (water). Solvent: O1CCCC1 (tetrahydrofuran). Conditions: time 18 hour. The product is C1(=CC=CC=C1)CN1CC(CC1)CNC(C)C (1-(phenyl-methyl)-N-(2-propyl)-3-pyrrolidinemethanamine). Reaction SMILES: [H-].[Al+3].[Li+].[H-].[H-].[H-].O=[C:8]1[N:12]([CH2:13][C:14]2[CH:19]=[CH:18][CH:17]=[CH:16][CH:15]=2)[CH2:11][CH:10]([C:20]([NH:22][CH:23]([CH3:25])[CH3:24])=O)[CH2:9]1.O.[OH-].[Na+]>O1CCCC1>[C:14]1([CH2:13][N:12]2[CH2:8][CH2:9][CH:10]([CH2:20][NH:22][CH:23]([CH3:25])[CH3:24])[CH2:11]2)[CH:15]=[CH:16][CH:17]=[CH:18][CH:19]=1 |f:0.1.2.3.4.5,8.9|. Procedure details: To a suspension of 8.2 g (0.2 mole) of lithium aluminum hydride in 150 ml of dry tetrahydrofuran was added portionwise, 18.3 g (70.0 mmole) of solid 5-oxo-1-(phenylmethyl)-N-(2-propyl)-3-pyrrolidinecarboxamide. When the addition was complete, the reaction mixture was stirred at room temperature for 18 hours and then refluxed for two hours. After cooling to room temperature, the mixture was treated dropwise, successively, with 8 ml of water, 8 ml of 15% aqueous sodium hydroxide and 24 ml of water... Reactants: CON(C)C(=O)c1cn(-c2cccc(-c3ccccc3)c2)cn1, c1ccoc1. Yields the product O=C(c1cn(-c2cccc(-c3ccccc3)c2)cn1)c1ccco1. As a reaction SMILES: [CH3:1][O:2][N:3]([C:4](=[O:5])[c:6]1[n:7][cH:8][n:9](-[c:11]2[cH:12][c:13](-[c:17]3[cH:18][cH:19][cH:20][cH:21][cH:22]3)[cH:14][cH:15][cH:16]2)[cH:10]1)[CH3:23].[cH:24]1[cH:25][cH:26][o:27][cH:28]1>>[C:4](=[O:5])([c:6]1[n:7][cH:8][n:9](-[c:11]2[cH:12][c:13](-[c:17]3[cH:18][cH:19][cH:20][cH:21][cH:22]3)[cH:14][cH:15][cH:16]2)[cH:10]1)[c:26]1[cH:25][cH:24][cH:28][o:27]1. Starting materials: N1=CC=C(C=C1)/C=C/C1=NNC2=CC(=CC=C12)\C=C/1\C(NC2=CC=CC=C12)=O ((E)-3-((3-((E)-2-(pyridin-4-yl)vinyl)-1H-indazol-6-yl)methylene)indolin-2-one), COC=1C=C2CC(NC2=CC1)=O (5-methoxyoxindole). Yields the product COC=1C=C2\C(\C(NC2=CC1)=O)=C/C1=CC=C2C(=NNC2=C1)\C=C\C1=CC=NC=C1 ((E)-5-methoxy-3-((3-((E)-2-(pyridin-4-yl)vinyl)-1H-indazol-6-yl)methylene)indolin-2-one). The yield is 51.0%. As a reaction SMILES: [N:1]1[CH:6]=[CH:5][C:4](/[CH:7]=[CH:8]/[C:9]2[C:17]3[C:12](=[CH:13][C:14](/[CH:18]=[C:19]4/[C:20](=[O:28])[NH:21][C:22]5[C:27]/4=[CH:26][CH:25]=[CH:24][CH:23]=5)=[CH:15][CH:16]=3)[NH:11][N:10]=2)=[CH:3][CH:2]=1.[CH3:29][O:30]C1C=C2C(=CC=1)NC(=O)C2>>[CH3:29][O:30][C:25]1[CH:26]=[C:27]2[C:22](=[CH:23][CH:24]=1)[NH:21][C:20](=[O:28])/[C:19]/2=[CH:18]/[C:14]1[CH:13]=[C:12]2[C:17]([C:9](/[CH:8]=[CH:7]/[C:4]3[CH:5]=[CH:6][N:1]=[CH:2][CH:3]=3)=[N:10][NH:11]2)=[CH:16][CH:15]=1. Reported procedure: According to procedure for the synthesis of (E)-3-((3-((E)-2-(pyridin-4-yl)vinyl)-1H-indazol-6-yl)methylene)indolin-2-one, except substituting 5-methoxyoxindole (11 mg, 0.068 mmol) to give the title compound as an orange solid (13.6 mg, 51%). 1H NMR (400 MHz, d6-DMSO) δ 13.58 (br s, 1H), 10.45 (br s, 1H), 8.57 (d, J=6.0 Hz, 2H), 8.37 (d, J=8.5 Hz, 1H), 7.93 (s, 1H), 7.87 (d, J=16.6 Hz, 1H), 7.79 (s, 1H), 7.71 (d, J=6.0 Hz, 2H), 7.57 (d, J=2.3 Hz, 1H), 7.54 (d, J=6.3 Hz, 1H), 7.18 (d, J=10.0 Hz, ... Starting materials: C(CCCN)CCN (1,6-hexamethylenediamine), N (ammonia), C(CCCCCCC)O (n-octanol), C(N)(OCCCCCCCC)=O (O-octyl carbamate), CCCCCCCC[O-].[Na+] (sodium octylate). The product is C(CCCCCCC)OC(=O)NCCCCCCNC(=O)OCCCCCCCC (1,6-bis(octoxycarbonylamino)hexane). Reaction SMILES: [CH2:1]([CH2:6][CH2:7][NH2:8])[CH2:2][CH2:3][CH2:4][NH2:5].[C:9](=[O:20])([O:11][CH2:12][CH2:13][CH2:14][CH2:15][CH2:16][CH2:17][CH2:18][CH3:19])N.[CH3:21][CH2:22][CH2:23][CH2:24][CH2:25][CH2:26][CH2:27][CH2:28][O-:29].[Na+].N.[CH2:32]([OH:40])CCCCCCC>>[CH2:12]([O:11][C:9]([NH:5][CH2:4][CH2:3][CH2:2][CH2:1][CH2:6][CH2:7][NH:8][C:32]([O:29][CH2:28][CH2:27][CH2:26][CH2:25][CH2:24][CH2:23][CH2:22][CH3:21])=[O:40])=[O:20])[CH2:13][CH2:14][CH2:15][CH2:16][CH2:17][CH2:18][CH3:19] |f:2.3|. Procedure: Agitated in a reaction vessel are 116 parts of 1,6-hexamethylenediamine with 346 parts of O-octyl carbamate, 3 parts sodium octylate and 1500 parts of n-octanol at a reflux temperature of 185° C.-195° C. for 12 hours while the ammonia is removed by distillation. The resulting precipitate is removed from the reaction mixture by means of filtration after cooling to 100° C.-110° C. The reaction is allowed to crystallize by cooling to room temperature. By means of filtration, washing with n-octanol ... Reactants: CC#N, CN, Fc1ccc(CBr)cn1. The product is CNCc1ccc(F)nc1. As a reaction SMILES: [CH3:12][C:13]#[N:14].[CH3:1][NH2:2].[F:3][c:4]1[cH:5][cH:6][c:7]([CH2:10][Br:11])[cH:8][n:9]1>>[CH3:1][NH:2][CH2:10][c:7]1[cH:6][cH:5][c:4]([F:3])[n:9][cH:8]1.